Dataset: the Open Reaction Database (ORD), a public repository of structured organic reaction records. Task: describe an organic reaction: reactants, conditions, products, and yield Reactants: COC(OC)C(C)C1CCC2C3C=CC4=CC(=O)C=CC4(C)C3CCC12C, CO, [Na+], [OH-], OO. The product is COC(OC)C(C)C1CCC2C3C=CC4=CC(=O)C5OC5C4(C)C3CCC12C. Reaction SMILES: [CH3:1][O:2][CH:3]([CH:4]([CH:5]1[CH2:6][CH2:7][CH:8]2[CH:9]3[CH:10]=[CH:11][C:12]4=[CH:13][C:14](=[O:24])[CH:15]=[CH:16][C:17]4([CH3:18])[CH:19]3[CH2:20][CH2:21][C:22]12[CH3:23])[CH3:25])[O:26][CH3:27].[CH3:32][OH:33].[Na+:29].[OH-:28].[OH:30][OH:31]>>[CH3:1][O:2][CH:3]([CH:4]([CH:5]1[CH2:6][CH2:7][CH:8]2[CH:9]3[CH:10]=[CH:11][C:12]4=[CH:13][C:14](=[O:24])[CH:15]5[CH:16]([C:17]4([CH3:18])[CH:19]3[CH2:20][CH2:21][C:22]12[CH3:23])[O:28]5)[CH3:25])[O:26][CH3:27]. Reactants: CC(=O)O[BH-](OC(C)=O)OC(C)=O, C1CCOC1, CC(=O)O, Cl, Cl, [Na+], O=S(=O)(c1ccccc1)n1cc2c3c(cccc31)CCNC2. Product: Cl, CN1CCc2cccc3c2c(cn3S(=O)(=O)c2ccccc2)C1. RXN SMILES: [C:24]([O:25][BH-:26]([O:27][C:28](=[O:29])[CH3:30])[O:31][C:32](=[O:33])[CH3:34])(=[O:35])[CH3:36].[CH2:43]1[O:44][CH2:45][CH2:46][CH2:47]1.[CH3:38][C:39](=[O:40])[OH:41].[ClH:1].[ClH:42].[Na+:37].[c:2]1([S:8](=[O:9])(=[O:10])[n:11]2[cH:12][c:13]3[c:14]4[c:15]([cH:16][cH:17][cH:18][c:19]24)[CH2:20][CH2:21][NH:22][CH2:23]3)[cH:3][cH:4][cH:5][cH:6][cH:7]1>>[ClH:1].[c:2]1([S:8](=[O:9])(=[O:10])[n:11]2[cH:12][c:13]3[c:14]4[c:15]([cH:16][cH:17][cH:18][c:19]24)[CH2:20][CH2:21][N:22]([CH3:24])[CH2:23]3)[cH:3][cH:4][cH:5][cH:6][cH:7]1. Reactants: COC1=CC=C(C=C1)[C@@H]1CC[C@H](CC1)[C@@H]1CC[C@H](CC1)CC (4-methoxy-[trans-4-(trans-4-ethylcyclohexyl)cyclohexyl]benzene), material, Br (hydrobromic acid). Reagents/catalysts: [Ni] (Ni). Run in C(C)(=O)O (acetic acid), C(C)O (ethanol). Yields the product OC1=CC=C(C=C1)[C@@H]1CC[C@H](CC1)[C@@H]1CC[C@H](CC1)CC (4-hydroxy-[trans-4-(trans-4-ethylcyclohexyl)cyclohexyl]benzene). Reaction SMILES: C[O:2][C:3]1[CH:8]=[CH:7][C:6]([C@H:9]2[CH2:14][CH2:13][C@H:12]([C@H:15]3[CH2:20][CH2:19][C@H:18]([CH2:21][CH3:22])[CH2:17][CH2:16]3)[CH2:11][CH2:10]2)=[CH:5][CH:4]=1.Br>C(O)C.[Ni].C(O)(=O)C>[OH:2][C:3]1[CH:8]=[CH:7][C:6]([C@H:9]2[CH2:10][CH2:11][C@H:12]([C@H:15]3[CH2:20][CH2:19][C@H:18]([CH2:21][CH3:22])[CH2:17][CH2:16]3)[CH2:13][CH2:14]2)=[CH:5][CH:4]=1. Procedure details: Potassium hydrogen sulfate (6 g) was added to it, followed by dehydrating at 160° C. for 2 hours in nitrogen current, cooling, adding toluene (200 ml), filtering off potassium hydrogen sulfide, washing the toluene layer with water till the washing liquid became neutral, distilling off toluene under reduced pressure and recrystallizing the remaining oily substance from ethanol to obtain 4-methoxy-[4-(trans-4-ethylcyclohexyl)cyclohexen-1-yl]benzene. This material (70 g) was dissolved in ethanol (1... The reactants are ClC(=O)OCC (ethyl chloroformate), C(C)(C)OC([C@@H](NC(C1=C(C=CC=C1Cl)Cl)=O)CC1=CC=C(C=C1)N)=O (4-amino-Nα-(2,6-dichlorobenzoyl)-L-phenylalanine isopropyl ester), NC1=C(C(=O)O)C=C(C=C1)CN(C)C=O (2-amino-5-(N-formyl-N-methylamino-methyl)-benzoic acid), C(C)#N (acetonitrile), ClC(=O)OCC (ethyl chloro-formate). Run in CC(C)O (2-propanol), N1=CC=CC=C1 (pyridine), CC(C)O (2-propanol). Reaction conditions: temperature 10 celsius, time 1 hour. The product is C(C)(C)OC([C@@H](NC(C1=C(C=CC=C1Cl)Cl)=O)CC1=CC=C(C=C1)NC(C1=C(C=CC(=C1)CN(C)C=O)NC(=O)OCC)=O)=O (Nα-(2,6-dichlorobenzoyl)-4-{2-ethoxycarbonylamino-5-(N-formyl-N-methyl-aminomethyl)-benzoylamino}-L-phenylalanine isopropyl ester). As a reaction SMILES: [NH2:1][C:2]1[CH:10]=[CH:9][C:8]([CH2:11][N:12]([CH:14]=[O:15])[CH3:13])=[CH:7][C:3]=1[C:4]([OH:6])=O.C(#N)C.Cl[C:20]([O:22][CH2:23][CH3:24])=[O:21].[CH:25]([O:28][C:29](=[O:50])[C@H:30]([CH2:42][C:43]1[CH:48]=[CH:47][C:46]([NH2:49])=[CH:45][CH:44]=1)[NH:31][C:32](=[O:41])[C:33]1[C:38]([Cl:39])=[CH:37][CH:36]=[CH:35][C:34]=1[Cl:40])([CH3:27])[CH3:26]>CC(O)C.N1C=CC=CC=1>[CH:25]([O:28][C:29](=[O:50])[C@H:30]([CH2:42][C:43]1[CH:44]=[CH:45][C:46]([NH:49][C:4](=[O:6])[C:3]2[CH:7]=[C:8]([CH2:11][N:12]([CH:14]=[O:15])[CH3:13])[CH:9]=[CH:10][C:2]=2[NH:1][C:20]([O:22][CH2:23][CH3:24])=[O:21])=[CH:47][CH:48]=1)[NH:31][C:32](=[O:41])[C:33]1[C:34]([Cl:40])=[CH:35][CH:36]=[CH:37][C:38]=1[Cl:39])([CH3:27])[CH3:26]. Procedure: To 2.0 g of 2-amino-5-(N-formyl-N-methylamino-methyl)-benzoic acid, there were added 10 mL of acetonitrile and 3.9 mL of pyridine to form a slurry and the latter was cooled to 10° C. To this slurry, there was dropwise added 2.76 mL of ethyl chloro-formate over 5 minutes and then stirred for one hour. After the confirmation of the disappearance of the starting material by HPLC, 1.46 mL of 2-propanol was added to the reaction liquid so that the unreacted ethyl chloroformate was thus decomposed at ... Starting materials: [Al+3], C1CCOC1, [H-], [H-], [H-], [H-], [Li+], COC(=O)c1cncc(N2CCOCC2)c1. Yields the product OCc1cncc(N2CCOCC2)c1. As a reaction SMILES: [Al+3:2].[CH2:23]1[O:24][CH2:25][CH2:26][CH2:27]1.[H-:1].[H-:4].[H-:5].[H-:6].[Li+:3].[O:7]1[CH2:8][CH2:9][N:10]([c:13]2[cH:14][n:15][cH:16][c:17]([C:18](=[O:19])[O:20][CH3:21])[cH:22]2)[CH2:11][CH2:12]1>>[O:7]1[CH2:8][CH2:9][N:10]([c:13]2[cH:14][n:15][cH:16][c:17]([CH2:18][OH:19])[cH:22]2)[CH2:11][CH2:12]1.